From a dataset of the Open Reaction Database (ORD), a public repository of structured organic reaction records. describe an organic reaction: reactants, conditions, products, and yield Product: C[Si](Cl)(C)C (trimethylchlorosilane), C1(=CC=CC=C1)[Si](Cl)(C)C (phenyldimethylchlorosilane), C1(=CC=CC=C1)C(C1=CC=CC=C1)[SiH2]Cl (diphenylmethylchlorosilane), C1(=CC=CC=C1)[Si](Cl)(C1=CC=CC=C1)C1=CC=CC=C1 (triphenylchlorosilane). Procedure details: Into a 3-necked flask equipped with a stirrer, reflux condenser and a gas conduit, is introduced over a period of 5 minutes with constant agitation and at room temperature, 2-liters [measured at 20° C. and 720 mm Hg (abs.) and thus 0.94 percent based on the total weight of the silanes used], of gaseous hydrogen chloride, into a mixture consisting of 253 grams (1 mol) of diphenyldichlorosilane, 88 grams (1 mol) of tetramethylsilane, 3 grams of trichlorosilane and 3 grams diethylaluminum chloride.... RXN SMILES: Cl.[C:2]1([Si:8]([C:11]2[CH:16]=[CH:15][CH:14]=[CH:13][CH:12]=2)([Cl:10])[Cl:9])[CH:7]=[CH:6][CH:5]=[CH:4][CH:3]=1.Cl[SiH:18]([Cl:20])Cl.[Cl-].[CH2:22]([Al+][CH2:25][CH3:26])C>>[CH3:22][Si:8]([CH3:11])([CH3:2])[Cl:9].[C:11]1([Si:8]([CH3:2])([CH3:22])[Cl:10])[CH:12]=[CH:13][CH:14]=[CH:15][CH:16]=1.[C:25]1([CH:26]([SiH2:18][Cl:20])[C:11]2[CH:12]=[CH:13][CH:14]=[CH:15][CH:16]=2)[CH:6]=[CH:7][CH:2]=[CH:3][CH:4]=1.[C:11]1([Si:8]([C:2]2[CH:7]=[CH:6][CH:5]=[CH:4][CH:3]=2)([C:26]2[CH:25]=[CH:4][CH:3]=[CH:2][CH:7]=2)[Cl:9])[CH:16]=[CH:15][CH:14]=[CH:13][CH:12]=1 |f:3.4|. Reaction conditions: time 4 hour. The reactants are [Cl-].C(C)[Al+]CC (diethylaluminum chloride), silanes, Cl[SiH](Cl)Cl (trichlorosilane), Cl (hydrogen chloride), C1(=CC=CC=C1)[Si](Cl)(Cl)C1=CC=CC=C1 (diphenyldichlorosilane). Starting materials: CC(C)(C)OC(=O)N1CCNCC1, O=C([O-])[O-], CCOC(C)=O, O=[N+]([O-])c1cnc(Cl)c(Cl)c1, [K+], [K+], CN(C)C=O, O. Product: CC(C)(C)OC(=O)N1CCN(c2ncc([N+](=O)[O-])cc2Cl)CC1. Reaction SMILES: [C:12]([CH3:13])([CH3:14])([CH3:15])[O:16][C:17](=[O:18])[N:19]1[CH2:20][CH2:21][NH:22][CH2:23][CH2:24]1.[C:25](=[O:26])([O-:27])[O-:28].[CH3:31][CH2:32][O:33][C:34](=[O:35])[CH3:36].[Cl:1][c:2]1[n:3][cH:4][c:5]([N+:9](=[O:10])[O-:11])[cH:6][c:7]1[Cl:8].[K+:29].[K+:30].[O:37]=[CH:38][N:39]([CH3:40])[CH3:41].[OH2:42]>>[c:2]1([N:22]2[CH2:21][CH2:20][N:19]([C:17]([O:16][C:12]([CH3:13])([CH3:14])[CH3:15])=[O:18])[CH2:24][CH2:23]2)[n:3][cH:4][c:5]([N+:9](=[O:10])[O-:11])[cH:6][c:7]1[Cl:8].